describe an organic reaction: reactants, conditions, products, and yield From a dataset of the Open Reaction Database (ORD), a public repository of structured organic reaction records. Starting materials: C(=C)C1=CC=CC=2N(C(=NC21)COC2=CC=C(C=C2)Cl)S(=O)(=O)C(F)(F)F (4-(ethenyl)-2-[(4-chlorophenoxy)methyl]-1-trifluoromethanesulfonylbenzimidazole), C([O-])([O-])=O.[K+].[K+] (potassium carbonate). Run in CO (methanol). Run at temperature 0 celsius, time 2 hour. Product: C(=C)C1=CC=CC=2N=C(NC21)COC2=CC=C(C=C2)Cl (4-(ethenyl)-2-[(4-chlorophenoxy)methyl]benzimidazole). RXN SMILES: [CH:1]([C:3]1[C:11]2[N:10]=[C:9]([CH2:12][O:13][C:14]3[CH:19]=[CH:18][C:17]([Cl:20])=[CH:16][CH:15]=3)[N:8](S(C(F)(F)F)(=O)=O)[C:7]=2[CH:6]=[CH:5][CH:4]=1)=[CH2:2].C(=O)([O-])[O-].[K+].[K+]>CO>[CH:1]([C:3]1[C:11]2[NH:10][C:9]([CH2:12][O:13][C:14]3[CH:15]=[CH:16][C:17]([Cl:20])=[CH:18][CH:19]=3)=[N:8][C:7]=2[CH:6]=[CH:5][CH:4]=1)=[CH2:2] |f:1.2.3|. Procedure: In a 100 ml round bottom flask, under a nitrogen atmosphere, were added 4-(ethenyl)-2-[(4-chlorophenoxy)methyl]-1-trifluoromethanesulfonylbenzimidazole (1.42 g, 3.29 mmol) and anhydrous methanol (20 ml). This solution was cooled to 0° C. and potassium carbonate (911 mg, 6.59 mmol) was added. The resulting mixture was stirred for two hours at 0° C., permitted to warm to room temperature, and stirred at this temperature for about three days. The progress of the reaction was monitored by thin layer...